This data is from the Open Reaction Database (ORD), a public repository of structured organic reaction records. The task is: describe an organic reaction: reactants, conditions, products, and yield Starting materials: COC(=O)CS(=O)(=O)c1ccc(C)cc1, CN(C)C=O, [H-], [Na+], O, ICCCCC=C(c1ccccc1)c1cccnc1. Yields the product COC(=O)C(CCCCC=C(c1ccccc1)c1cccnc1)S(=O)(=O)c1ccc(C)cc1. RXN SMILES: [CH3:1][c:2]1[cH:3][cH:4][c:5]([S:8](=[O:9])(=[O:10])[CH2:11][C:12](=[O:13])[O:14][CH3:15])[cH:6][cH:7]1.[CH3:38][N:39]([CH3:40])[CH:41]=[O:42].[H-:16].[Na+:17].[OH2:37].[c:18]1([C:24](=[CH:25][CH2:26][CH2:27][CH2:28][CH2:29][I:30])[c:31]2[cH:32][n:33][cH:34][cH:35][cH:36]2)[cH:19][cH:20][cH:21][cH:22][cH:23]1>>[CH3:1][c:2]1[cH:3][cH:4][c:5]([S:8](=[O:9])(=[O:10])[CH:11]([C:12](=[O:13])[O:14][CH3:15])[CH2:29][CH2:28][CH2:27][CH2:26][CH:25]=[C:24]([c:18]2[cH:19][cH:20][cH:21][cH:22][cH:23]2)[c:31]2[cH:32][n:33][cH:34][cH:35][cH:36]2)[cH:6][cH:7]1. The reactants are O=C([O-])O, CCOC(=O)C12CCC(NCC(=O)N3CC(F)CC3C(N)=O)(CC1)CC2, O=C(OC(=O)C(F)(F)F)C(F)(F)F, [Na+], C1CCOC1. The product is CCOC(=O)C12CCC(NCC(=O)N3CC(F)CC3C#N)(CC1)CC2. As a reaction SMILES: [C:40](=[O:41])([OH:42])[O-:43].[CH2:14]([CH3:15])[O:16][C:17](=[O:18])[C:19]12[CH2:20][CH2:21][C:22]([NH:27][CH2:28][C:29](=[O:30])[N:31]3[CH:32]([C:37](=[O:38])[NH2:39])[CH2:33][CH:34]([F:36])[CH2:35]3)([CH2:23][CH2:24]1)[CH2:25][CH2:26]2.[F:1][C:2]([F:3])([F:4])[C:5]([O:6][C:7](=[O:8])[C:9]([F:10])([F:11])[F:12])=[O:13].[Na+:44].[O:45]1[CH2:46][CH2:47][CH2:48][CH2:49]1>>[CH2:14]([CH3:15])[O:16][C:17](=[O:18])[C:19]12[CH2:20][CH2:21][C:22]([NH:27][CH2:28][C:29](=[O:30])[N:31]3[CH:32]([C:37]#[N:39])[CH2:33][CH:34]([F:36])[CH2:35]3)([CH2:23][CH2:24]1)[CH2:25][CH2:26]2. The reactants are C(C)(C)(C)C1=CC(=C(C=N1)C=1N([C@]([C@](N1)(C)C1=CC=C(C=C1)Cl)(C)C1=CC=C(C=C1)Cl)C(=O)Cl)OCC ((4S,5R)-2-(6-tert-butyl-4-ethoxy-pyridin-3-yl)-4,5-bis-(4-chloro-phenyl)-4,5-dimethyl-4,5-dihydro-imidazole-1-carbonyl chloride), COC(CC1CCNCC1)=O (piperidin-4-yl-acetic acid methyl ester). Product: COC(CC1CCN(CC1)C(=O)N1C(=N[C@@]([C@@]1(C)C1=CC=C(C=C1)Cl)(C)C1=CC=C(C=C1)Cl)C=1C=NC(=CC1OCC)C(C)(C)C)=O ({1-[(4S,5R)-2-(6-tert-Butyl-4-ethoxy-pyridin-3-yl)-4,5-bis-(4-chloro-phenyl)-4,5-dimethyl-4,5-dihydro-imidazole-1-carbonyl]-piperidin-4-yl}-acetic acid methyl ester). RXN SMILES: [C:1]([C:5]1[N:10]=[CH:9][C:8]([C:11]2[N:12]([C:32](Cl)=[O:33])[C@@:13]([C:25]3[CH:30]=[CH:29][C:28]([Cl:31])=[CH:27][CH:26]=3)([CH3:24])[C@@:14]([C:17]3[CH:22]=[CH:21][C:20]([Cl:23])=[CH:19][CH:18]=3)([CH3:16])[N:15]=2)=[C:7]([O:35][CH2:36][CH3:37])[CH:6]=1)([CH3:4])([CH3:3])[CH3:2].[CH3:38][O:39][C:40](=[O:48])[CH2:41][CH:42]1[CH2:47][CH2:46][NH:45][CH2:44][CH2:43]1>>[CH3:38][O:39][C:40](=[O:48])[CH2:41][CH:42]1[CH2:43][CH2:44][N:45]([C:32]([N:12]2[C@@:13]([C:25]3[CH:30]=[CH:29][C:28]([Cl:31])=[CH:27][CH:26]=3)([CH3:24])[C@@:14]([C:17]3[CH:18]=[CH:19][C:20]([Cl:23])=[CH:21][CH:22]=3)([CH3:16])[N:15]=[C:11]2[C:8]2[CH:9]=[N:10][C:5]([C:1]([CH3:2])([CH3:4])[CH3:3])=[CH:6][C:7]=2[O:35][CH2:36][CH3:37])=[O:33])[CH2:46][CH2:47]1. Reported procedure: In a manner analogous to the method described in examples 8, (4S,5R)-2-(6-tert-butyl-4-ethoxy-pyridin-3-yl)-4,5-bis-(4-chloro-phenyl)-4,5-dimethyl-4,5-dihydro-imidazole-1-carbonyl chloride (example 51) was coupled with piperidin-4-yl-acetic acid methyl ester (Astatech) to give the title compound. HR-MS (ES, m/z) calculated for C37H45Cl2N4O4 [(M+H)+] 679.2813, observed 679.2808.